Dataset: the Open Reaction Database (ORD), a public repository of structured organic reaction records. Task: describe an organic reaction: reactants, conditions, products, and yield Reactants: FC1=CC=C(C=C1)C(C(Br)C1=CC=C(C=C1)SC)=O (1-(4-fluorophenyl)-2-(4-methylthiophenyl)-2-bromoethanone), C1(=CC=CC=C1)CCCC(=S)N (4-phenylthiobutyramide). Run in C(C)(=O)OCC (ethyl acetate), C(C)O (ethanol). The product is FC1=CC=C(C=C1)C=1N=C(SC1C1=CC=C(C=C1)SC)CCCC1=CC=CC=C1 (4-(4-fluorophenyl)-5-(4-methylthiophenyl)-2-(3-phenylpropyl)thiazole). Yield: 95.3%. As a reaction SMILES: [F:1][C:2]1[CH:7]=[CH:6][C:5]([C:8](=O)[CH:9]([C:11]2[CH:16]=[CH:15][C:14]([S:17][CH3:18])=[CH:13][CH:12]=2)Br)=[CH:4][CH:3]=1.[C:20]1([CH2:26][CH2:27][CH2:28][C:29]([NH2:31])=[S:30])[CH:25]=[CH:24][CH:23]=[CH:22][CH:21]=1>C(O)C.C(OCC)(=O)C>[F:1][C:2]1[CH:7]=[CH:6][C:5]([C:8]2[N:31]=[C:29]([CH2:28][CH2:27][CH2:26][C:20]3[CH:25]=[CH:24][CH:23]=[CH:22][CH:21]=3)[S:30][C:9]=2[C:11]2[CH:16]=[CH:15][C:14]([S:17][CH3:18])=[CH:13][CH:12]=2)=[CH:4][CH:3]=1. Reported procedure: To a solution of 2-bromo-1-(4-fluorophenyl)-2-(4-methylthiophenyl)ethanone (Example 1, step 3) (0.100 g, 0.295 mmol) in ethanol (3 mL) in a 10 mL round bottom flask was added 4-phenylthiobutyramide from step 1 (0.055 g, 0.310 mmol) and the mixture heated to reflux overnight. The reaction was cooled to room temperature, diluted with ethyl acetate (50 mL), washed with Na2CO3 (10% solution), brine, dried over Na2SO4, filtered and concentrated in vacuo. The crude thiazole was flash chromatographed (... Starting materials: N[C@@H](CC(C)C)CO (L-leucinol), C(C)(=O)[O-].[Na+] (sodium acetate), ClCC(=O)Cl (chloroacetyl chloride). Run in CC(=O)C (acetone), O (water), CC(=O)C (acetone). Conditions: time 2 hour. Yields the product ClCC(=O)N[C@@H](CC(C)C)CO ((S)-2-chloro-N-[1-(hydroxymethyl)-3-methylbutyl]acetamide). Reaction SMILES: [Cl:1][CH2:2][C:3](Cl)=[O:4].[NH2:6][C@H:7]([CH2:12][OH:13])[CH2:8][CH:9]([CH3:11])[CH3:10].C([O-])(=O)C.[Na+]>CC(C)=O.O>[Cl:1][CH2:2][C:3]([NH:6][C@H:7]([CH2:12][OH:13])[CH2:8][CH:9]([CH3:11])[CH3:10])=[O:4] |f:2.3|. Procedure: A solution of chloroacetyl chloride, 25.64 g (0.227 mol), in 57 ml of acetone is added dropwise with stirring to a solution of L-leucinol, 26.63 g (0.227 mol), and sodium acetate, 37.24 g (0.454 mol), in a mixture of 340 ml of acetone and 170 ml of water at 0°-5° C. The mixture is stirred and allowed to reach room temperature over two hours, the solvent is evaporated in vacuo and the residue is suspended in 250 ml of chloroform and washed with water, 2×300 ml. The chloroform layer is separated, ... Reactants: ClC=1C=C(C=CC1F)C1=CC(=C2C(=N1)CCC2)NC2=CC=C(C=C2)CC(=O)OCC (ethyl 2-(4-((2-(3-chloro-4-fluorophenyl)-6,7-dihydro-5H-cyclopenta[b]pyridine-4-yl)amino)phenyl)acetate), NC1=CC=C(CCO)C=C1 (4-aminophenethyl alcohol), hydrochloride salt. The product is Cl.ClC=1C=C(C=CC1F)C1=CC(=C2C(=N1)CCC2)NC2=CC=C(C=C2)CCO (2-(4-((2-(3-Chloro-4-fluorophenyl)-6,7-dihydro-5H-cyclopenta[b]pyridin-4-yl)amino)phenyl)ethanol hydrochloride). Yield: 13.5%. RXN SMILES: [Cl:1][C:2]1[CH:3]=[C:4]([C:9]2[N:14]=[C:13]3[CH2:15][CH2:16][CH2:17][C:12]3=[C:11]([NH:18][C:19]3[CH:24]=[CH:23][C:22]([CH2:25][C:26](OCC)=[O:27])=[CH:21][CH:20]=3)[CH:10]=2)[CH:5]=[CH:6][C:7]=1[F:8].NC1C=CC(CCO)=CC=1>>[ClH:1].[Cl:1][C:2]1[CH:3]=[C:4]([C:9]2[N:14]=[C:13]3[CH2:15][CH2:16][CH2:17][C:12]3=[C:11]([NH:18][C:19]3[CH:20]=[CH:21][C:22]([CH2:25][CH2:26][OH:27])=[CH:23][CH:24]=3)[CH:10]=2)[CH:5]=[CH:6][C:7]=1[F:8] |f:2.3|. Reported procedure: Following General Procedure B2, ethyl 2-(4-((2-(3-chloro-4-fluorophenyl)-6,7-dihydro-5H-cyclopenta[b]pyridine-4-yl)amino)phenyl)acetate (0.110 g, 0.39 mmol) was reacted with 4-aminophenethyl alcohol (0.080 g, 0.58 mmol), followed by the formation of the hydrochloride salt to afford the title compound (0.011 g, 15%) as an off-white solid. MW=405.29. 1H NMR (DMSO-d6, 300 MHz) δ 14.04 (s, 1H), 9.74 (s, 1H), 8.18-8.01 (m, 1H), 7.81-7.72 (m, 1H), 7.64 (t, J=8.9 Hz, 1H), 7.38-7.27 (m, 4H), 6.99 (s, 1H... The reactants are C(C1=CC=CC=C1)(=O)C1=C(C=C(C(=O)OCC)C=C1[N+](=O)[O-])O (ethyl 4-benzoyl-3-hydroxy-5-nitrobenzoate), C(CCC)I (n-butyl iodide), C(C)I (ethyl iodide), ClC1=CC=C(C(=O)C2=C(C=C(C(=O)OCC)C=C2[N+](=O)[O-])O)C=C1 (ethyl 4-(4'-chlorobenzoyl)-3-hydroxy-5-nitrobenzoate). Product: C(CCC)OC=1C=C(C(=O)O)C=C(C1C(C1=CC=C(C=C1)Cl)=O)[N+](=O)[O-] (3-n-butoxy-4-(4'-chlorobenzoyl)-5-nitrobenzoic acid). RXN SMILES: [C:1]([C:9]1C([N+]([O-])=O)=CC(C(OCC)=O)=CC=1O)(=O)[C:2]1C=CC=C[CH:3]=1.C(I)C.[Cl:27][C:28]1[CH:50]=[CH:49][C:31]([C:32]([C:34]2[C:44]([N+:45]([O-:47])=[O:46])=[CH:43][C:37]([C:38]([O:40]CC)=[O:39])=[CH:36][C:35]=2[OH:48])=[O:33])=[CH:30][CH:29]=1.C(I)CCC>>[CH2:9]([O:48][C:35]1[CH:36]=[C:37]([CH:43]=[C:44]([N+:45]([O-:47])=[O:46])[C:34]=1[C:32](=[O:33])[C:31]1[CH:49]=[CH:50][C:28]([Cl:27])=[CH:29][CH:30]=1)[C:38]([OH:40])=[O:39])[CH2:1][CH2:2][CH3:3]. Procedure details: By replacing in Example 6, step B, ethyl 4-benzoyl-3-hydroxy-5-nitrobenzoate and ethyl iodide with equimolar amounts of ethyl 4-(4'-chlorobenzoyl)-3-hydroxy-5-nitrobenzoate and n-butyl iodide respectively and following the procedure described, 3-n-butoxy-4-(4'-chlorobenzoyl)-5-nitrobenzoic acid is obtained with a melting point of 180°-182° C. Starting materials: O=C(Cl)c1ccccc1, CCOC(C)=O, ClCCl, Nc1cnc2ccccc2c1Cl. Product: O=C(Nc1cnc2ccccc2c1Cl)c1ccccc1. RXN SMILES: [C:13]([c:14]1[cH:15][cH:16][cH:17][cH:18][cH:19]1)(=[O:20])[Cl:21].[CH3:25][CH2:26][O:27][C:28](=[O:29])[CH3:30].[Cl:22][CH2:23][Cl:24].[NH2:1][c:2]1[cH:3][n:4][c:5]2[cH:6][cH:7][cH:8][cH:9][c:10]2[c:11]1[Cl:12]>>[NH:1]([c:2]1[cH:3][n:4][c:5]2[cH:6][cH:7][cH:8][cH:9][c:10]2[c:11]1[Cl:12])[C:13]([c:14]1[cH:15][cH:16][cH:17][cH:18][cH:19]1)=[O:20]. Starting materials: O1C(COC2=CC=C(C(=O)C3=CC=C(C=C3)[N+](=O)[O-])C=C2)C1 (4-(2,3-epoxypropoxy)-4'-nitrobenzophenone), C1(=CC=CC=C1)C1=CC=NC=C1 (4-phenylpyridine), Cl (HCl). The solvent is O1CCOCC1 (dioxan), O (water), O (water). Run at temperature 70 celsius. Product: [Cl-].OC(C[N+]1=CC=C(C=C1)C1=CC=CC=C1)COC1=CC=C(C=C1)C(C1=CC=C(C=C1)[N+](=O)[O-])=O (1-[2-hydroxy-3-[p-(p-nitrobenzoyl)phenoxy]propyl]-4-phenylpyridinium chloride). Yield: 50.0%. As a reaction SMILES: [O:1]1[CH2:22][CH:2]1[CH2:3][O:4][C:5]1[CH:21]=[CH:20][C:8]([C:9]([C:11]2[CH:16]=[CH:15][C:14]([N+:17]([O-:19])=[O:18])=[CH:13][CH:12]=2)=[O:10])=[CH:7][CH:6]=1.[C:23]1([C:29]2[CH:34]=[CH:33][N:32]=[CH:31][CH:30]=2)[CH:28]=[CH:27][CH:26]=[CH:25][CH:24]=1.[ClH:35]>O1CCOCC1.O>[Cl-:35].[OH:1][CH:2]([CH2:3][O:4][C:5]1[CH:21]=[CH:20][C:8]([C:9](=[O:10])[C:11]2[CH:16]=[CH:15][C:14]([N+:17]([O-:19])=[O:18])=[CH:13][CH:12]=2)=[CH:7][CH:6]=1)[CH2:22][N+:32]1[CH:33]=[CH:34][C:29]([C:23]2[CH:28]=[CH:27][CH:26]=[CH:25][CH:24]=2)=[CH:30][CH:31]=1 |f:5.6|. Procedure: A solution of 2.06 g (6.88 mmol) of 4-(2,3-epoxypropoxy)-4'-nitrobenzophenone in 50 ml of dioxan and 25 ml of water was treated with 1.06 g (6.88 mmol) of 4-phenylpyridine and stirred at 70° C. while adding 1N HCl at a pH less than 8. After stirring at 70° C. for 18 hours the mixture was cooled to 20° C., treated with 300 ml of water and extracted three times with 200 ml of chloroform. The organic phase was dried and concentrated. The residue was recrystallized from acetone. There was obtained 1... Starting materials: BrCC1=CC=C(C=C1)C1=C(C=CC=C1)C#N (4-bromomethyl-2'-cyano-biphenyl), C(CC)N (propylamine). Solvent: C(Cl)Cl (CH2Cl2). Conditions: time 30 minute. The product is C(#N)C1=C(C=CC=C1)C1=CC=C(C=C1)CNCCC (N-(2'-cyanobiphenyl-4-ylmethyl)-N-propyl-amine). Reaction SMILES: Br[CH2:2][C:3]1[CH:8]=[CH:7][C:6]([C:9]2[CH:14]=[CH:13][CH:12]=[CH:11][C:10]=2[C:15]#[N:16])=[CH:5][CH:4]=1.[CH2:17]([NH2:20])[CH2:18][CH3:19]>C(Cl)Cl>[C:15]([C:10]1[CH:11]=[CH:12][CH:13]=[CH:14][C:9]=1[C:6]1[CH:7]=[CH:8][C:3]([CH2:2][NH:20][CH2:17][CH2:18][CH3:19])=[CH:4][CH:5]=1)#[N:16]. Procedure: 10.84 g of 4-bromomethyl-2'-cyano-biphenyl are mixed at room temperature with 20 ml of propylamine. The mixture is stirred for 30 minutes, during which heating to reflux temperature occurs, is then diluted with 400 ml of CH2Cl2 and washed with 200 ml of NaHCO3 solution. The organic phase is dried over Na2SO4 and freed of the solvents in vacuo to leave a yellow oil. Purification of the latter by chromatography on silica gel 60 (40-63 μm) using CH2Cl2 /CH3OH (98:2) as eluant yields pure N-(2'-cyan...